From a dataset of the Open Reaction Database (ORD), a public repository of structured organic reaction records. describe an organic reaction: reactants, conditions, products, and yield The reactants are BrCC1=NC2=CC(=C(C=C2C(=C1C(CC(C)C)=O)C1=CC(=C(C=C1)OC)OC)OC)OC (2-bromomethyl-4-(3,4-dimethoxyphenyl)-3-isovaleryl-6,7-dimethoxyquinoline), C(C)NCC (diethylamine). The product is C(C)N(CC)CC1=NC2=CC(=C(C=C2C(=C1C(CC(C)C)=O)C1=CC(=C(C=C1)OC)OC)OC)OC (2-(N,N-diethylaminomethyl)-4-(3,4-dimethoxyphenyl) -3-isovaleryl-6,7-dimethoxyquinoline). RXN SMILES: Br[CH2:2][C:3]1[C:12]([C:13](=[O:18])[CH2:14][CH:15]([CH3:17])[CH3:16])=[C:11]([C:19]2[CH:24]=[CH:23][C:22]([O:25][CH3:26])=[C:21]([O:27][CH3:28])[CH:20]=2)[C:10]2[C:5](=[CH:6][C:7]([O:31][CH3:32])=[C:8]([O:29][CH3:30])[CH:9]=2)[N:4]=1.[CH2:33]([NH:35][CH2:36][CH3:37])[CH3:34]>>[CH2:33]([N:35]([CH2:2][C:3]1[C:12]([C:13](=[O:18])[CH2:14][CH:15]([CH3:17])[CH3:16])=[C:11]([C:19]2[CH:24]=[CH:23][C:22]([O:25][CH3:26])=[C:21]([O:27][CH3:28])[CH:20]=2)[C:10]2[C:5](=[CH:6][C:7]([O:31][CH3:32])=[C:8]([O:29][CH3:30])[CH:9]=2)[N:4]=1)[CH2:36][CH3:37])[CH3:34]. Reported procedure: According to the same manner as that described in Example 1, 2-bromomethyl-4-(3,4-dimethoxyphenyl)-3-isovaleryl-6,7-dimethoxyquinoline was reacted with diethylamine to give 2-(N,N-diethylaminomethyl)-4-(3,4-dimethoxyphenyl) -3-isovaleryl-6,7-dimethoxyquinoline. This compound was recrystallized from ethyl acetate-hexane to give colorless prisms. mp. 153°-154° C. The reactants are C1CCOC1, CCOC(=O)CC(C=CI)c1ccc(OC2CCCCO2)cc1, O, c1ccc(P(c2ccccc2)(c2ccccc2)[Pd](P(c2ccccc2)(c2ccccc2)c2ccccc2)(P(c2ccccc2)(c2ccccc2)c2ccccc2)P(c2ccccc2)(c2ccccc2)c2ccccc2)cc1. The product is CC=CC(CC(=O)OCC)c1ccc(OC2CCCCO2)cc1. Reaction SMILES: [CH2:25]1[O:26][CH2:27][CH2:28][CH2:29]1.[I:1][CH:2]=[CH:3][CH:4]([CH2:5][C:6](=[O:7])[O:8][CH2:9][CH3:10])[c:11]1[cH:12][cH:13][c:14]([O:17][CH:18]2[O:19][CH2:20][CH2:21][CH2:22][CH2:23]2)[cH:15][cH:16]1.[OH2:24].[cH:30]1[cH:31][cH:32][c:33]([P:34]([Pd:35]([P:36]([c:37]2[cH:38][cH:39][cH:40][cH:41][cH:42]2)([c:43]2[cH:44][cH:45][cH:46][cH:47][cH:48]2)[c:49]2[cH:50][cH:51][cH:52][cH:53][cH:54]2)([P:55]([c:56]2[cH:57][cH:58][cH:59][cH:60][cH:61]2)([c:62]2[cH:63][cH:64][cH:65][cH:66][cH:67]2)[c:68]2[cH:69][cH:70][cH:71][cH:72][cH:73]2)[P:74]([c:75]2[cH:76][cH:77][cH:78][cH:79][cH:80]2)([c:81]2[cH:82][cH:83][cH:84][cH:85][cH:86]2)[c:87]2[cH:88][cH:89][cH:90][cH:91][cH:92]2)([c:93]2[cH:94][cH:95][cH:96][cH:97][cH:98]2)[c:99]2[cH:100][cH:101][cH:102][cH:103][cH:104]2)[cH:105][cH:106]1>>[CH:2](=[CH:3][CH:4]([CH2:5][C:6](=[O:7])[O:8][CH2:9][CH3:10])[c:11]1[cH:12][cH:13][c:14]([O:17][CH:18]2[O:19][CH2:20][CH2:21][CH2:22][CH2:23]2)[cH:15][cH:16]1)[CH3:25]. Reactants: FC=1C=C(C=C2CCN(CC2)C(=O)OC(C)(C)C)C=C(C1)OC1=NC=C(C=C1)C(F)(F)F (tert-butyl 4-(3-fluoro-5-(5-(trifluoromethyl)pyridin-2-yloxy)benzylidene)piperidine-1-carboxylate), FC(C(=O)O)(F)F (trifluoroacetic acid). Solvent: C(Cl)Cl (CH2Cl2). Yields the product FC=1C=C(OC2=NC=C(C=C2)C(F)(F)F)C=C(C1)C=C1CCNCC1 (2-(3-Fluoro-5-(piperidin-4-ylidenemethyl)phenoxy)-5-(trifluoromethyl)pyridine). As a reaction SMILES: [F:1][C:2]1[CH:3]=[C:4]([CH:19]=[C:20]([O:22][C:23]2[CH:28]=[CH:27][C:26]([C:29]([F:32])([F:31])[F:30])=[CH:25][N:24]=2)[CH:21]=1)[CH:5]=[C:6]1[CH2:11][CH2:10][N:9](C(OC(C)(C)C)=O)[CH2:8][CH2:7]1.FC(F)(F)C(O)=O>C(Cl)Cl>[F:1][C:2]1[CH:21]=[C:20]([CH:19]=[C:4]([CH:5]=[C:6]2[CH2:11][CH2:10][NH:9][CH2:8][CH2:7]2)[CH:3]=1)[O:22][C:23]1[CH:28]=[CH:27][C:26]([C:29]([F:32])([F:31])[F:30])=[CH:25][N:24]=1. Reported procedure: To a solution of tert-butyl 4-(3-fluoro-5-(5-(trifluoromethyl)pyridin-2-yloxy)benzylidene)piperidine-1-carboxylate (585 mg, 0.001 mol) in dry CH2Cl2 (7 mL) cooled to 0° C. was added trifluoroacetic acid (0.99 mL, 0.012 mol). The reaction mixture was stirred for 30 min at 0° C. and then for 1 h at RT. The reaction mixture was quenched with saturated aqueous NaHCO3 and extracted with CH2Cl2 three times. The organic layer was washed with brine, dried over Na2SO4 and evaporated to dryness to give th... Conditions: temperature 0 celsius, time 30 minute. Yield: 133.1%. Reactants: CCO, Cl, [K+], CCOC(=O)c1cc2cccc(OCC3CO3)c2o1, [OH-]. The product is O=C(O)c1cc2cccc(OCC3CO3)c2o1. As a reaction SMILES: [CH3:23][CH2:24][OH:25].[ClH:22].[K+:21].[O:1]1[CH:2]([CH2:3][O:4][c:5]2[cH:6][cH:7][cH:8][c:9]3[cH:10][c:11]([C:14](=[O:15])[O:16][CH2:17][CH3:18])[o:12][c:13]23)[CH2:19]1.[OH-:20]>>[O:1]1[CH:2]([CH2:3][O:4][c:5]2[cH:6][cH:7][cH:8][c:9]3[cH:10][c:11]([C:14](=[O:15])[OH:16])[o:12][c:13]23)[CH2:19]1. The reactants are O=C1C[C@@H](CC1)C1=CC=C(C(=O)OC)C=C1 (methyl 4-[(1R)-3-oxocyclopentyl]benzoate), amine, ketone, Cl.FC1=C(C=C(C=C1)[C@@H](C)N)OC ((1R)-1-(4-fluoro-3-methoxyphenyl)ethylamine hydrochloride). Yields the product FC1=C(C=C(C=C1)[C@@H](C)N[C@@H]1C[C@@H](CC1)C1=CC=C(C(=O)OC)C=C1)OC (Methyl 4-[(1R,3S)-3-[[(1R)-1-(4-fluoro-3-methoxy-phenyl)ethyl]-amino]cyclopentyl]benzoate). Reaction SMILES: O=[C:2]1[CH2:6][CH2:5][C@@H:4]([C:7]2[CH:16]=[CH:15][C:10]([C:11]([O:13][CH3:14])=[O:12])=[CH:9][CH:8]=2)[CH2:3]1.Cl.[F:18][C:19]1[CH:24]=[CH:23][C:22]([C@H:25]([NH2:27])[CH3:26])=[CH:21][C:20]=1[O:28][CH3:29]>>[F:18][C:19]1[CH:24]=[CH:23][C:22]([C@H:25]([NH:27][C@H:2]2[CH2:6][CH2:5][C@@H:4]([C:7]3[CH:16]=[CH:15][C:10]([C:11]([O:13][CH3:14])=[O:12])=[CH:9][CH:8]=3)[CH2:3]2)[CH3:26])=[CH:21][C:20]=1[O:28][CH3:29] |f:1.2|. Procedure: General procedure B was followed using methyl 4-[(1R)-3-oxocyclopentyl]benzoate (preparation 32) as the ketone and (1R)-1-(4-fluoro-3-methoxyphenyl)ethylamine hydrochloride as the amine. The resulting isomers were separated by flash chromatography (gradient of 0-50% EtOAc in heptane containing 3% NEt3). The faster eluting peak was isolated to afford the title compound. 1H NMR (300 MHz, DMSO) 7.86 (d, J=8.3 Hz, 2H), 7.38 (d, J=8.3 Hz, 2H), 7.15 (dd, J=8.7, 1.8 Hz, 1H), 7.09 (dd, J=11.5, 8.3 Hz, 1... Reactants: C(C)(C)(C)OC(=O)N1CCN(CC1)C1=CC2=C(N=C(N2)C2=NN(C=C2[N+](=O)[O-])C2OCCCC2)C=C1F (4-{6-fluoro-2-[4-nitro-1-(tetrahydropyran-2-yl)-1H-pyrazol-3-yl]-3H-benzimidazol-5-yl}piperazine-1-carboxylic acid tert-butyl ester), [H][H] (hydrogen). The reagents and catalysts are [Pd] (palladium-on-charcoal). Solvent: CO (methanol). Yields the product C(C)(C)(C)OC(=O)N1CCN(CC1)C1=CC2=C(N=C(N2)C2=NN(C=C2N)C2OCCCC2)C=C1F (4-{2-[4-amino-1-(tetrahydropyran-2-yl)-1H-pyrazol-3-yl]-6-fluoro-3H-benzimidazol-5-yl}piperazine-1-carboxylic acid tert-butyl ester). The yield is 177.0%. Reaction SMILES: [C:1]([O:5][C:6]([N:8]1[CH2:13][CH2:12][N:11]([C:14]2[C:36]([F:37])=[CH:35][C:17]3[N:18]=[C:19]([C:21]4[C:25]([N+:26]([O-])=O)=[CH:24][N:23]([CH:29]5[CH2:34][CH2:33][CH2:32][CH2:31][O:30]5)[N:22]=4)[NH:20][C:16]=3[CH:15]=2)[CH2:10][CH2:9]1)=[O:7])([CH3:4])([CH3:3])[CH3:2].[H][H]>CO.[Pd]>[C:1]([O:5][C:6]([N:8]1[CH2:13][CH2:12][N:11]([C:14]2[C:36]([F:37])=[CH:35][C:17]3[N:18]=[C:19]([C:21]4[C:25]([NH2:26])=[CH:24][N:23]([CH:29]5[CH2:34][CH2:33][CH2:32][CH2:31][O:30]5)[N:22]=4)[NH:20][C:16]=3[CH:15]=2)[CH2:10][CH2:9]1)=[O:7])([CH3:4])([CH3:2])[CH3:3]. Procedure details: A suspension of 540 mg of 4-{6-fluoro-2-[4-nitro-1-(tetrahydropyran-2-yl)-1H-pyrazol-3-yl]-3H-benzimidazol-5-yl}piperazine-1-carboxylic acid tert-butyl ester in 15 mL of methanol and 54 mg of palladium-on-charcoal is hydrogenated under 1 bar of hydrogen pressure at ambient temperature for 16 hours. The reaction medium is filtered through celite and the filtrate is concentrated under reduced pressure in a rotary evaporator. 900 mg of 4-{2-[4-amino-1-(tetrahydropyran-2-yl)-1H-pyrazol-3-yl]-6-fluor... The reactants are ClC1=NC=C(C(=N1)NC1=CC=CC=C1)Cl (2,5-dichloro-N-phenylpyrimidin-4-amine), CP(=O)(C)C1=CC=C(C(=N1)OC)N (6-(Dimethylphosphoryl)-2-methoxypyridin-3-ylamine). Yields the product ClC=1C(=NC(=NC1)NC=1C(=NC(=CC1)P(=O)(C)C)OC)NC1=CC=CC=C1 (5-chloro-N2-[6-(dimethylphosphoryl)-2-methoxypyridin-3-yl]-N4-phenylpyrimidine-2,4-diamine). RXN SMILES: Cl[C:2]1[N:7]=[C:6]([NH:8][C:9]2[CH:14]=[CH:13][CH:12]=[CH:11][CH:10]=2)[C:5]([Cl:15])=[CH:4][N:3]=1.[CH3:16][P:17]([C:20]1[N:25]=[C:24]([O:26][CH3:27])[C:23]([NH2:28])=[CH:22][CH:21]=1)([CH3:19])=[O:18]>>[Cl:15][C:5]1[C:6]([NH:8][C:9]2[CH:14]=[CH:13][CH:12]=[CH:11][CH:10]=2)=[N:7][C:2]([NH:28][C:23]2[C:24]([O:26][CH3:27])=[N:25][C:20]([P:17]([CH3:16])([CH3:19])=[O:18])=[CH:21][CH:22]=2)=[N:3][CH:4]=1. Procedure details: This compound can be prepared as in Example 32 by reacting 2,5-dichloro-N-phenylpyrimidin-4-amine with 6-(Dimethylphosphoryl)-2-methoxypyridin-3-ylamine (prepared in Example 32)